This data is from the Open Reaction Database (ORD), a public repository of structured organic reaction records. The task is: describe an organic reaction: reactants, conditions, products, and yield Reactants: CC(C)C[AlH]CC(C)C (DIBAL), BrC1=C(C=C(C(=O)OCC)C=C1)OCC1=CC=CC=C1 (ethyl 4-bromo-3-benzyloxybenzoate), Cl (HCl). The solvent is C(Cl)Cl (CH2Cl2), C(Cl)Cl (CH2Cl2). Conditions: time 2 hour. The product is BrC1=C(C=C(CO)C=C1)OCC1=CC=CC=C1 (4-bromo-3-benzyloxybenzyl alcohol). Isolated yield 94.8%. RXN SMILES: [Br:1][C:2]1[CH:12]=[CH:11][C:5]([C:6](OCC)=[O:7])=[CH:4][C:3]=1[O:13][CH2:14][C:15]1[CH:20]=[CH:19][CH:18]=[CH:17][CH:16]=1.CC(C[AlH]CC(C)C)C.Cl>C(Cl)Cl>[Br:1][C:2]1[CH:12]=[CH:11][C:5]([CH2:6][OH:7])=[CH:4][C:3]=1[O:13][CH2:14][C:15]1[CH:20]=[CH:19][CH:18]=[CH:17][CH:16]=1. Procedure details: To 3.35 g (10 mmol) of 7 in 25 ml of CH2Cl2 under Ar in a dry ice-acetone bath was slowly added 20 ml 1.0 M DIBAL with stirring. After stirring for 2 h, 20 ml of 1 N HCl and 50 ml of CH2Cl2 were added, and the mixture was stirred for 0.5 h, then washed (water and brine), and dried (Na2SO4). Concentration and chromatography (EtOAc/hexane) afforded 2.78 g (91%) of 8 (white solid): 1H NMR (300 MHz, CDCl3) δ 4.63 (d, J=5.7 Hz, 2 H), 6.83 (d, J=8.1 Hz, 1 H), 7.00 (s, 1 H), 7.40-7.33 (m, 3 H), 7.5-7.4... As a reaction SMILES: S(=O)(=O)(O)O.[Br:6][C:7]1[CH:8]=[C:9]([O:17][CH3:18])[C:10]([OH:16])=[C:11]([CH:15]=1)[C:12]([OH:14])=[O:13].CO.[C:21](OCC)(=O)C>CCCCCC>[CH3:21][O:13][C:12](=[O:14])[C:11]1[CH:15]=[C:7]([Br:6])[CH:8]=[C:9]([O:17][CH3:18])[C:10]=1[OH:16]. The product is COC(C1=C(C(=CC(=C1)Br)OC)O)=O (5-bromo-2-hydroxy-3-methoxy-benzoic acid methyl ester). The solvent is CCCCCC (hexane). Starting materials: BrC=1C=C(C(=C(C(=O)O)C1)O)OC (5-bromo-2-hydroxy-3-methoxy-benzoic acid), compound 6, CO (methanol), S(O)(O)(=O)=O (sulfuric acid), C(C)(=O)OCC (ethyl acetate). Procedure: To prepare this compound, initially 1.0 mL of 98% concentrated sulfuric acid was added to a solution of 5-bromo-2-hydroxy-3-methoxy-benzoic acid, (compound 6) (1.0 g, 4.0 mmol) in 50 of methanol. The reaction mixture was refluxed overnight until thin layer chromatography using 20% ethyl acetate and 80% hexane as the mobile phase indicated that the reaction was complete. After evaporating the methanol, the residue was dissolved in 60 mL of ethyl acetate and washed with a saturated NaHCO3 aqueous ... The reactants are CCOC(=O)C(Cc1ccccc1)CS(=O)(=O)C(C)(C)C, C1CCOC1, Cl, [K+], [OH-], O. Yields the product CC(C)(C)S(=O)(=O)CC(Cc1ccccc1)C(=O)O. Reaction SMILES: [CH2:1]([CH3:2])[O:3][C:4]([CH:5]([CH2:6][S:7](=[O:8])(=[O:9])[C:10]([CH3:11])([CH3:12])[CH3:13])[CH2:14][c:15]1[cH:16][cH:17][cH:18][cH:19][cH:20]1)=[O:21].[CH2:26]1[O:27][CH2:28][CH2:29][CH2:30]1.[ClH:25].[K+:24].[OH-:23].[OH2:22]>>[O:3]=[C:4]([CH:5]([CH2:6][S:7](=[O:8])(=[O:9])[C:10]([CH3:11])([CH3:12])[CH3:13])[CH2:14][c:15]1[cH:16][cH:17][cH:18][cH:19][cH:20]1)[OH:21]. The reagents and catalysts are C=1C=CC(=CC1)[P](C=2C=CC=CC2)(C=3C=CC=CC3)[Pd]([P](C=4C=CC=CC4)(C=5C=CC=CC5)C=6C=CC=CC6)([P](C=7C=CC=CC7)(C=8C=CC=CC8)C=9C=CC=CC9)[P](C=1C=CC=CC1)(C=1C=CC=CC1)C=1C=CC=CC1 (tetrakis(triphenylphosphine)palladium). Reaction SMILES: Br[C:2]1[CH:3]=[CH:4][C:5]2[N:11]([CH2:12][CH2:13][CH2:14][CH3:15])[CH2:10][CH2:9][C:8]([C:16]([O:18][CH3:19])=[O:17])=[CH:7][C:6]=2[CH:20]=1.B([O-])([O-])O[C:23]1[CH:28]=[CH:27][C:26]([O:29][CH2:30][CH2:31][O:32][CH2:33][CH2:34][CH3:35])=[CH:25][CH:24]=1.C(=O)([O-])[O-].[K+].[K+].C(O)C>C1C=CC([P]([Pd]([P](C2C=CC=CC=2)(C2C=CC=CC=2)C2C=CC=CC=2)([P](C2C=CC=CC=2)(C2C=CC=CC=2)C2C=CC=CC=2)[P](C2C=CC=CC=2)(C2C=CC=CC=2)C2C=CC=CC=2)(C2C=CC=CC=2)C2C=CC=CC=2)=CC=1.C1(C)C=CC=CC=1>[CH2:12]([N:11]1[C:5]2[CH:4]=[CH:3][C:2]([C:23]3[CH:28]=[CH:27][C:26]([O:29][CH2:30][CH2:31][O:32][CH2:33][CH2:34][CH3:35])=[CH:25][CH:24]=3)=[CH:20][C:6]=2[CH:7]=[C:8]([C:16]([O:18][CH3:19])=[O:17])[CH2:9][CH2:10]1)[CH2:13][CH2:14][CH3:15] |f:2.3.4,^1:50,52,71,90|. Reactants: BrC=1C=CC2=C(C=C(CCN2CCCC)C(=O)OC)C1 (methyl 7-bromo-1-butyl-2,3-dihydro-1H-1-benzazepine-4-carboxylate), B(OC1=CC=C(C=C1)OCCOCCC)([O-])[O-] (4-(2-propoxyethoxy)phenyl borate), C([O-])([O-])=O.[K+].[K+] (potassium carbonate), C(C)O (ethanol). The yield is 85.9%. Yields the product C(CCC)N1CCC(=CC2=C1C=CC(=C2)C2=CC=C(C=C2)OCCOCCC)C(=O)OC (methyl 1-butyl-7-[4-(2-propoxyethoxy)phenyl]-2,3-dihydro-1H-1-benzazepine-4-carboxylate). Procedure details: A mixture of methyl 7-bromo-1-butyl-2,3-dihydro-1H-1-benzazepine-4-carboxylate (0.45 g), 4-(2-propoxyethoxy)phenyl borate (0.66 g), 1M potassium carbonate solution (4 ml), ethanol (4 ml) and toluene (25 ml) was stirred under argon atmosphere at room temperature for 30 minutes. To the mixture was added tetrakis(triphenylphosphine)palladium (0.12 g), and the mixture was refluxed overnight under argon atmosphere and extracted with ethyl acetate. The organic layer was washed with water and saturated... Reaction conditions: time 30 minute. The solvent is C1(=CC=CC=C1)C (toluene). The reactants are COc1ccc(-c2nn(CC3CC3)c(=O)c(C(=O)O)c2-c2ccc(OC)cc2)cc1, NCc1ccccc1. Yields the product COc1ccc(-c2nn(CC3CC3)c(=O)c(C(=O)NCc3ccccc3)c2-c2ccc(OC)cc2)cc1. Reaction SMILES: [CH3:1][O:2][c:3]1[cH:4][cH:5][c:6](-[c:9]2[c:10]([C:28](=[O:29])[OH:30])[c:11](=[O:27])[n:12]([CH2:23][CH:24]3[CH2:25][CH2:26]3)[n:13][c:14]2-[c:15]2[cH:16][cH:17][c:18]([O:21][CH3:22])[cH:19][cH:20]2)[cH:7][cH:8]1.[NH2:31][CH2:32][c:33]1[cH:34][cH:35][cH:36][cH:37][cH:38]1>>[CH3:1][O:2][c:3]1[cH:4][cH:5][c:6](-[c:9]2[c:10]([C:28](=[O:29])[NH:31][CH2:32][c:33]3[cH:34][cH:35][cH:36][cH:37][cH:38]3)[c:11](=[O:27])[n:12]([CH2:23][CH:24]3[CH2:25][CH2:26]3)[n:13][c:14]2-[c:15]2[cH:16][cH:17][c:18]([O:21][CH3:22])[cH:19][cH:20]2)[cH:7][cH:8]1.